describe an organic reaction: reactants, conditions, products, and yield From a dataset of the Open Reaction Database (ORD), a public repository of structured organic reaction records. The reactants are ClC(Cl)Cl, CC(C)O, O=[Mn]=O, CC12CCC(O)CC1CCC1C2CCC2(C)C(C=CC=CCO)CCC12O. The product is CC12CCC(O)CC1CCC1C2CCC2(C)C(C=CC=CC=O)CCC12O. RXN SMILES: [CH:28]([Cl:29])([Cl:30])[Cl:31].[CH:32]([OH:33])([CH3:34])[CH3:35].[O:36]=[Mn:37]=[O:38].[OH:1][CH:2]1[CH2:3][CH:4]2[CH2:5][CH2:6][CH:7]3[C:8]4([OH:27])[CH2:9][CH2:10][CH:11]([CH:21]=[CH:22][CH:23]=[CH:24][CH2:25][OH:26])[C:12]4([CH3:13])[CH2:14][CH2:15][CH:16]3[C:17]2([CH3:20])[CH2:18][CH2:19]1>>[OH:1][CH:2]1[CH2:3][CH:4]2[CH2:5][CH2:6][CH:7]3[C:8]4([OH:27])[CH2:9][CH2:10][CH:11]([CH:21]=[CH:22][CH:23]=[CH:24][CH:25]=[O:26])[C:12]4([CH3:13])[CH2:14][CH2:15][CH:16]3[C:17]2([CH3:20])[CH2:18][CH2:19]1. Run in C(Cl)Cl (CH2Cl2). Yields the product Cl.FC(C1=CC=C(C=C1)C=1C2=C(C=NC1)C(CC2)OCC(=O)O)(F)F ((rac)-2-(4-(4-(Trifluoromethyl)phenyl)-6,7-dihydro-5H-cyclopenta[c]pyridin-7-yloxy)acetic acid hydrochloride). Isolated yield 99.0%. Starting materials: Cl (HCl), O1CCOCC1 (dioxane), FC(C1=CC=C(C=C1)C=1C2=C(C=NC1)C(CC2)OCC(=O)OC(C)(C)C)(F)F ((rac)-tert-Butyl 2-(4-(4-(trifluoromethyl)phenyl)-6,7-dihydro-5H-cyclopenta[c]pyridin-7-yloxy)acetate). RXN SMILES: [F:1][C:2]([F:28])([F:27])[C:3]1[CH:8]=[CH:7][C:6]([C:9]2[C:10]3[CH2:17][CH2:16][CH:15]([O:18][CH2:19][C:20]([O:22]C(C)(C)C)=[O:21])[C:11]=3[CH:12]=[N:13][CH:14]=2)=[CH:5][CH:4]=1.[ClH:29].O1CCOCC1>C(Cl)Cl>[ClH:29].[F:27][C:2]([F:1])([F:28])[C:3]1[CH:4]=[CH:5][C:6]([C:9]2[C:10]3[CH2:17][CH2:16][CH:15]([O:18][CH2:19][C:20]([OH:22])=[O:21])[C:11]=3[CH:12]=[N:13][CH:14]=2)=[CH:7][CH:8]=1 |f:4.5|. Procedure details: To a cooled (0° C.) solution of (rac)-tert-butyl 2-(4-(4-(trifluoromethyl)phenyl)-6,7-dihydro-5H-cyclopenta[c]pyridin-7-yloxy)acetate (example 97) (235 mg, 0.597 mmol) in CH2Cl2 (2 mL) was added 4M HCl in dioxane (1.49 mL, 5.97 mmol) and the reaction mixture was stirred at room temperature for 16 h. The mixture was evaporated to dryness to give the title compound (221 mg, 99%) as a grey solid. MS: 338.5 (M+H+). Reaction conditions: time 16 hour. The reactants are [Br-], [Br-], [Br-], CCCC[N+](CCCC)(CCCC)CCCC, CCCC[N+](CCCC)(CCCC)CCCC, CCCC[N+](CCCC)(CCCC)CCCC, Cc1ccc(N)cc1, Nc1ccccc1, Nc1ccc(F)cc1. The product is Cc1ccc(N)c(Br)c1. As a reaction SMILES: [Br-:16].[Br-:17].[Br-:18].[CH2:19]([N+:20]([CH2:21][CH2:22][CH2:23][CH3:24])([CH2:25][CH2:26][CH2:27][CH3:28])[CH2:29][CH2:30][CH2:31][CH3:32])[CH2:33][CH2:34][CH3:35].[CH2:36]([N+:37]([CH2:38][CH2:39][CH2:40][CH3:41])([CH2:42][CH2:43][CH2:44][CH3:45])[CH2:46][CH2:47][CH2:48][CH3:49])[CH2:50][CH2:51][CH3:52].[CH2:53]([N+:54]([CH2:55][CH2:56][CH2:57][CH3:58])([CH2:59][CH2:60][CH2:61][CH3:62])[CH2:63][CH2:64][CH2:65][CH3:66])[CH2:67][CH2:68][CH3:69].[CH3:8][c:9]1[cH:10][cH:11][c:12]([NH2:13])[cH:14][cH:15]1.[NH2:1][c:2]1[cH:3][cH:4][cH:5][cH:6][cH:7]1.[NH2:70][c:71]1[cH:72][cH:73][c:74]([F:75])[cH:76][cH:77]1>>[CH3:8][c:9]1[cH:10][c:11]([Br:16])[c:12]([NH2:13])[cH:14][cH:15]1. Reactants: C(C)(C)(C)OC(=O)N1[C@@H](CC(C1)=NOC)C(=O)O ((2S,4EZ)-1-(tert-butoxycarbonyl)-4-(methoxyimino)-2-pyrrolidinecarboxylic acid), CC1=C(C=CC=C1)C1=CC=C(C=C1)C(=O)O (2′-methyl[1,1′-biphenyl]-4-carboxylic acid), CNCCO (2-(methylamino)ethanol). The product is OCCN(C(=O)[C@H]1N(CC(C1)=NOC)C(=O)C1=CC=C(C=C1)C1=C(C=CC=C1)C)C ((2S,4EZ)-N-(2-hydroxyethyl)-4-(methoxyimino)-N-methyl-1-[(2′-methyl-[1,1′-biphenyl]-4-yl)carbonyl]-2-pyrrolidinecarboxamide). RXN SMILES: C(O[C:6]([N:8]1[CH2:12][C:11](=[N:13][O:14][CH3:15])[CH2:10][C@H:9]1[C:16]([OH:18])=O)=[O:7])(C)(C)C.[CH3:19][C:20]1[CH:25]=[CH:24][CH:23]=[CH:22][C:21]=1[C:26]1[CH:31]=[CH:30][C:29](C(O)=O)=[CH:28][CH:27]=1.[CH3:35][NH:36][CH2:37][CH2:38][OH:39]>>[OH:39][CH2:38][CH2:37][N:36]([CH3:35])[C:16]([C@@H:9]1[CH2:10][C:11](=[N:13][O:14][CH3:15])[CH2:12][N:8]1[C:6]([C:29]1[CH:28]=[CH:27][C:26]([C:21]2[CH:22]=[CH:23][CH:24]=[CH:25][C:20]=2[CH3:19])=[CH:31][CH:30]=1)=[O:7])=[O:18]. Reported procedure: Following the general method as outlined in Example 22, starting from (2S,4EZ)-1-(tert-butoxycarbonyl)-4-(methoxyimino)-2-pyrrolidinecarboxylic acid, 2′-methyl[1,1′-biphenyl]-4-carboxylic acid, and 2-(methylamino)ethanol, the title compound was obtained in 78% purity by HPLC. MS(ESI+): m/z=410. Starting materials: [Li]C(C)(C)C, C1CCOC1, C[Sn](C)(C)Cl, Cc1ccc(S(=O)(=O)n2cc(I)c3c(Cl)ccnc32)cc1, [F-], [K+]. Product: Cc1ccc(S(=O)(=O)n2cc([Sn](C)(C)C)c3c(Cl)ccnc32)cc1. As a reaction SMILES: [C:22]([Li:23])([CH3:24])([CH3:25])[CH3:26].[CH2:34]1[O:35][CH2:36][CH2:37][CH2:38]1.[CH3:27][Sn:28]([CH3:29])([CH3:30])[Cl:31].[Cl:1][c:2]1[c:3]2[c:4]([n:5][cH:6][cH:7]1)[n:8]([S:12](=[O:13])(=[O:14])[c:15]1[cH:16][cH:17][c:18]([CH3:21])[cH:19][cH:20]1)[cH:9][c:10]2[I:11].[F-:32].[K+:33]>>[Cl:1][c:2]1[c:3]2[c:4]([n:5][cH:6][cH:7]1)[n:8]([S:12](=[O:13])(=[O:14])[c:15]1[cH:16][cH:17][c:18]([CH3:21])[cH:19][cH:20]1)[cH:9][c:10]2[Sn:28]([CH3:27])([CH3:29])[CH3:30]. Reactants: O (water), solution, 7-(1-ethyl-11-hydroxypropyl)naphthalen-2-ol, N1=CC=CC=C1 (pyridine), FC(S(=O)(=O)OS(=O)(=O)C(F)(F)F)(F)F (trifluoromethanesulfonic anhydride), Cl (HCl). The solvent is CCOC(=O)C (EtOAc). Reaction conditions: time 1.5 hour. The product is C(C)C(CC)(O)C1=CC=C2C=CC(=CC2=C1)OS(=O)(=O)C(F)(F)F (Trifluoromethanesulfonic acid 7-(1-ethyl-1-hydroxypropyl)naphthalen-2-yl ester). Yield: 66.0%. RXN SMILES: N1[CH:6]=[CH:5][CH:4]=[CH:3][CH:2]=1.[F:7][C:8]([F:21])([F:20])[S:9]([O:12]S(C(F)(F)F)(=O)=O)(=[O:11])=[O:10].Cl.[OH2:23]>CCOC(C)=O>[CH2:3]([C:4]([C:4]1[CH:3]=[C:2]2[C:2]([CH:3]=[CH:4][C:5]([O:12][S:9]([C:8]([F:21])([F:20])[F:7])(=[O:11])=[O:10])=[CH:6]2)=[CH:6][CH:5]=1)([OH:23])[CH2:5][CH3:6])[CH3:2]. Reported procedure: Cool a CH2CL2 (30 mL) solution of 7-(1-ethyl-11-hydroxypropyl)naphthalen-2-ol (0.97 g, 4.2 mmol) and pyridine (1.3 mL, 16.3 mmol) with an ice bath. Treat the cooled solution dropwise with trifluoromethanesulfonic anhydride (1.0 mL, 6.1 mmol). Remove the cooling bath and stir the mixture for 1.5 h at RT. Quench the reaction with ice water. Dilute the reaction mixture with EtOAc and water (100 mL each) and acidify to pH 1 using 0.1N HCl. Dry the organic layer over Na2SO4, filter and concentrate th...